From a dataset of the Open Reaction Database (ORD), a public repository of structured organic reaction records. describe an organic reaction: reactants, conditions, products, and yield Solvent: C(C)O (ethanol), C(C)O (ethanol). Run at time 1 hour. Yields the product C(C)(=O)NC(CC)C=1C(NC(=NN1)C1=CC=C(C(=O)OCC)C=C1)=O (Ethyl 4-{6-[1-(acetylamino)propyl]-5-oxo-4,5-dihydro-1,2,4-triazin-3-yl}benzoate). As a reaction SMILES: Cl.[NH2:2][C:3](=[NH:15])[C:4]1[CH:14]=[CH:13][C:7]([C:8]([O:10][CH2:11][CH3:12])=[O:9])=[CH:6][CH:5]=1.O.[NH2:17]N.[C:19]([NH:22][CH:23]([CH2:31][CH3:32])[C:24](=O)[C:25](OCC)=[O:26])(=[O:21])[CH3:20]>C(O)C>[C:19]([NH:22][CH:23]([C:24]1[C:25](=[O:26])[NH:15][C:3]([C:4]2[CH:14]=[CH:13][C:7]([C:8]([O:10][CH2:11][CH3:12])=[O:9])=[CH:6][CH:5]=2)=[N:2][N:17]=1)[CH2:31][CH3:32])(=[O:21])[CH3:20] |f:0.1,2.3|. Starting materials: Cl.NC(C1=CC=C(C(=O)OCC)C=C1)=N (ethyl 4-[amino(imino)methyl]benzoate hydrochloride), O.NN (hydrazine hydrate), C(C)(=O)NC(C(C(=O)OCC)=O)CC (Ethyl 3-(acetylamino)-2-oxopentanoate). Reported procedure: 1.98 g (8.66 mmol) ethyl 4-[amino(imino)methyl]benzoate hydrochloride are suspended in 50 ml of ethanol and 1.47 g (10.2 mmol, 1.2 equiv.) hydrazine hydrate are added. After stirring at room temperature for 1 hour, 2.59 g (13 mmol, 1.5 equiv.) of the compound of Example 2A, dissolved in 10 ml of ethanol, are added. The reaction mixture is stirred at 80° C. (bath temperature) for 4 hours and then at room temperature over night. The mixture is evaporated to dryness in vacuo and the product is puri...